This data is from the Open Reaction Database (ORD), a public repository of structured organic reaction records. The task is: describe an organic reaction: reactants, conditions, products, and yield Reactants: C=1C=CC2=C(C1)N=NN2O.O (HOBT·H2O), CCN=C=NCCCN(C)C.Cl (EDCI·HCl), N[C@H](CC1=C(NC2=CC=CC=C12)C#N)C(=O)N[C@H](CC(OC)=O)C(=O)OC(C)(C)C (H-DTrp(2-CN)-DAsp(OMe)-OtBu), N1([C@H](C(=O)N[C@H](C(C)(C)SC)C(=O)N[C@@H](CC(C)C)C(=O)O)CCC1)C(=O)OC(C)(C)C (Boc-Pro-DPen(Me)-Leu-OH). Solvent: CN(C)C=O (DMF), C(C)(=O)OCC (ethyl acetate). The product is N1([C@H](C(=O)N[C@H](C(C)(C)SC)C(=O)N[C@@H](CC(C)C)C(=O)N[C@H](CC2=C(NC3=CC=CC=C23)C#N)C(=O)N[C@H](CC(OC)=O)C(=O)OC(C)(C)C)CCC1)C(=O)OC(C)(C)C (Boc-Pro-DPen(Me)-Leu-DTrp(2-CN)-DAsp(OMe)-OtBu). The yield is 76.9%. RXN SMILES: [NH2:1][C@@H:2]([C:15]([NH:17][C@@H:18]([C:24]([O:26][C:27]([CH3:30])([CH3:29])[CH3:28])=[O:25])[CH2:19][C:20](=[O:23])[O:21][CH3:22])=[O:16])[CH2:3][C:4]1[C:12]2[C:7](=[CH:8][CH:9]=[CH:10][CH:11]=2)[NH:6][C:5]=1[C:13]#[N:14].[N:31]1([C:56]([O:58][C:59]([CH3:62])([CH3:61])[CH3:60])=[O:57])[CH2:55][CH2:54][CH2:53][C@H:32]1[C:33]([NH:35][C@@H:36]([C:42]([NH:44][C@H:45]([C:50](O)=[O:51])[CH2:46][CH:47]([CH3:49])[CH3:48])=[O:43])[C:37]([S:40][CH3:41])([CH3:39])[CH3:38])=[O:34].C1C=CC2N(O)N=NC=2C=1.O.CCN=C=NCCCN(C)C.Cl>CN(C=O)C.C(OCC)(=O)C>[N:31]1([C:56]([O:58][C:59]([CH3:60])([CH3:61])[CH3:62])=[O:57])[CH2:55][CH2:54][CH2:53][C@H:32]1[C:33]([NH:35][C@@H:36]([C:42]([NH:44][C@H:45]([C:50]([NH:1][C@@H:2]([C:15]([NH:17][C@@H:18]([C:24]([O:26][C:27]([CH3:30])([CH3:29])[CH3:28])=[O:25])[CH2:19][C:20](=[O:23])[O:21][CH3:22])=[O:16])[CH2:3][C:4]1[C:12]2[C:7](=[CH:8][CH:9]=[CH:10][CH:11]=2)[NH:6][C:5]=1[C:13]#[N:14])=[O:51])[CH2:46][CH:47]([CH3:49])[CH3:48])=[O:43])[C:37]([S:40][CH3:41])([CH3:39])[CH3:38])=[O:34] |f:2.3,4.5|. Procedure details: To a mixture of H-DTrp(2-CN)-DAsp(OMe)-OtBu (26 mg, prepared in Example (9-b)) and Boc-Pro-DPen(Me)-Leu-OH (33 mg, prepared in Example (9-f)) in DMF (3 mL) were added HOBT·H2O (12 mg) and EDCI·HCl (15 mg) under ice-cooling. The mixture was stirred under ice-cooling for 1 h and at room temperature for 1.5 h. The mixture was diluted with ethyl acetate (30 mL), washed with sat. aq. NaHCO3 (15 mL), 10% aq. citric acid (15 mL) and brine (15 mL) successively, dried over MgSO4 and evaporated under redu... Reaction SMILES: [Cl:18][CH2:19][Cl:20].[S:14]([Cl:15])([Cl:16])=[O:17].[n:1]1(-[c:6]2[cH:7][cH:8][c:9]([CH2:12][OH:13])[cH:10][n:11]2)[n:2][cH:3][cH:4][cH:5]1>>[n:1]1(-[c:6]2[cH:7][cH:8][c:9]([CH2:12][Cl:16])[cH:10][n:11]2)[n:2][cH:3][cH:4][cH:5]1. Yields the product ClCc1ccc(-n2cccn2)nc1. The reactants are ClCCl, O=S(Cl)Cl, OCc1ccc(-n2cccn2)nc1. The reactants are C1(=CC=CC=C1)OC(=NS(=O)(=O)C)N1CC(CC1)CC(=O)N1CCC(CC1)C1C2=C(CCC=3C1=NC=C(C3)Br)C=C(C=C2Cl)Cl (Phenyl-3-[2-[4-(3-Bromo-8,10-dichloro-6,11-dihydro-5H-benzo[5,6]cyclohepta[1,2-b]pyridin-11-yl)-1-piperidinyl]-2-oxoethyl]-N-(methylsulfonyl)-1-pyrrolidinecarboximidate), [NH4+].[OH-] (NH4OH). The solvent is CC(C)O (2-propanol). Conditions: temperature 25 celsius, time 24 hour. Yields the product BrC=1C=C2C(=NC1)C(C1=C(CC2)C=C(C=C1Cl)Cl)C1CCN(CC1)C(CC1CN(CC1)C(NS(=O)(=O)C)=N)=O (3-[2-[4-(3-Bromo-8,10-dichloro-6,11-dihydro-5H-benzo[5,6]cyclohepta[1,2-b]pyridin-11-yl)-1-piperidinyl]-2-oxoethyl]-N-(methylsulfonyl)-1-pyrrolidinecarboximidamide). RXN SMILES: C1(O[C:8]([N:14]2[CH2:18][CH2:17][CH:16]([CH2:19][C:20]([N:22]3[CH2:27][CH2:26][CH:25]([CH:28]4[C:34]5=[N:35][CH:36]=[C:37]([Br:39])[CH:38]=[C:33]5[CH2:32][CH2:31][C:30]5[CH:40]=[C:41]([Cl:45])[CH:42]=[C:43]([Cl:44])[C:29]4=5)[CH2:24][CH2:23]3)=[O:21])[CH2:15]2)=[N:9][S:10]([CH3:13])(=[O:12])=[O:11])C=CC=CC=1.[NH4+:46].[OH-]>CC(O)C>[Br:39][C:37]1[CH:38]=[C:33]2[CH2:32][CH2:31][C:30]3[CH:40]=[C:41]([Cl:45])[CH:42]=[C:43]([Cl:44])[C:29]=3[CH:28]([CH:25]3[CH2:24][CH2:23][N:22]([C:20](=[O:21])[CH2:19][CH:16]4[CH2:17][CH2:18][N:14]([C:8](=[NH:46])[NH:9][S:10]([CH3:13])(=[O:12])=[O:11])[CH2:15]4)[CH2:27][CH2:26]3)[C:34]2=[N:35][CH:36]=1 |f:1.2|. Procedure details: The product of Example 26 is dissolved in 2-propanol and concentrated NH4OH is added. The mixture is stirred at 25° C. for 24 h and then evaporated to dryness. The residue is triturated with Et2O (2×250 ml) and the ether discarded. The resulting product is chromatographed on a silica gel column to give the title compound.